This data is from the Open Reaction Database (ORD), a public repository of structured organic reaction records. The task is: describe an organic reaction: reactants, conditions, products, and yield Isolated yield 71.5%. Product: C(C1=CC=CC=C1)NC(C1=NC(=CC=C1O)C=1C(=CC2=C(C(=C(O2)C2=CC=C(C=C2)F)C(NC)=O)C1)N(S(=O)(=O)C)C)=O (N-benzyl-6-(2-(4-fluorophenyl)-3-(methylcarbamoyl)-6-(N-methylmethylsulfonamido)benzofuran-5-yl)-3-hydroxypicolinamide). Reactants: C(C1=CC=CC=C1)NC(C1=NC(=CC=C1OCC1=CC=CC=C1)C=1C(=CC2=C(C(=C(O2)C2=CC=C(C=C2)F)C(NC)=O)C1)N(S(=O)(=O)C)C)=O (N-benzyl-3-(benzyloxy)-6-(2-(4-fluorophenyl)-3-(methylcarbamoyl)-6-(N-methylmethylsulfonamido)benzofuran-5-yl)picolinamide). Run at time 8 hour. Reagents/catalysts: [Pd] (Pd/C). RXN SMILES: [CH2:1]([NH:8][C:9](=[O:50])[C:10]1[C:15]([O:16]CC2C=CC=CC=2)=[CH:14][CH:13]=[C:12]([C:24]2[C:25]([N:44]([CH3:49])[S:45]([CH3:48])(=[O:47])=[O:46])=[CH:26][C:27]3[O:31][C:30]([C:32]4[CH:37]=[CH:36][C:35]([F:38])=[CH:34][CH:33]=4)=[C:29]([C:39](=[O:42])[NH:40][CH3:41])[C:28]=3[CH:43]=2)[N:11]=1)[C:2]1[CH:7]=[CH:6][CH:5]=[CH:4][CH:3]=1>CO.[Pd]>[CH2:1]([NH:8][C:9](=[O:50])[C:10]1[C:15]([OH:16])=[CH:14][CH:13]=[C:12]([C:24]2[C:25]([N:44]([CH3:49])[S:45]([CH3:48])(=[O:47])=[O:46])=[CH:26][C:27]3[O:31][C:30]([C:32]4[CH:37]=[CH:36][C:35]([F:38])=[CH:34][CH:33]=4)=[C:29]([C:39](=[O:42])[NH:40][CH3:41])[C:28]=3[CH:43]=2)[N:11]=1)[C:2]1[CH:7]=[CH:6][CH:5]=[CH:4][CH:3]=1. Reported procedure: A mixture of N-benzyl-3-(benzyloxy)-6-(2-(4-fluorophenyl)-3-(methylcarbamoyl)-6-(N-methylmethylsulfonamido)benzofuran-5-yl)picolinamide (200 mg, 0.29 mmol) and Pd/C (10 mg) in CH3OH (10 mL) was stirred at room temperature overnight under H2 atmosphere (50 psi). The mixture was filtered and the filtrate was concentrated in vacuum. The residue was purified by prep-TLC (DCM:EtOAc=5:1) to give the product of N-benzyl-6-(2-(4-fluorophenyl)-3-(methylcarbamoyl)-6-(N-methylmethylsulfonamido)benzofuran-5... Run in CO (CH3OH). Starting materials: COC(CN(C([C@@H](NC([C@@H](N(C([C@@H](N(C([C@@H](NC([C@@H](N(C([C@H](NC([C@@H](NC([C@@H](N(C([C@@H](NC([C@H](NC(OC(C)(C)C)=O)C(C)CC)=O)CC(C)C)=O)C)CC(C)C)=O)C)=O)C)=O)C)CC(C)C)=O)CC(C)C)=O)C)C(C)C)=O)C)[C@@H]([C@@H](C\C=C\C)C)O)=O)[C@@H](C)O)=O)C)=O (Methyl-(6R,9S,12S,15S,18R,21S,24S,27S,30S,33S)-6-sec-butyl-33-[(1R)-1-hydroxyethyl]-30-[(1R,2R,4E)-1-hydroxy-2-methyl-4-hexen-1-yl]-9,12,21,24-tetraisobutyl-27-isopropyl-2,2,11,15,18,20,26,29,35-nonamethyl-4,7,10,13,16,19,22,25,28,31,34-undecaoxo-3-oxa-5,8,11,14,17,20,23,26,29,32,35-undecaazaheptatriacontan-37-oate), C(=O)(O)[O-].[Na+] (NaHCO3). The solvent is C(=O)(C(F)(F)F)O.C(Cl)Cl (TFA CH2Cl2). Conditions: time 4 hour. Product: N[C@@H](C(N[C@H](C(N([C@H](C(N[C@H](C(N[C@@H](C(N([C@H](C(N[C@H](C(N([C@H](C(N([C@H](C(N[C@H](C(N(CC(=O)O)C)=O)[C@@H](C)O)=O)[C@@H]([C@@H](C\C=C\C)C)O)C)=O)C(C)C)C)=O)CC(C)C)=O)CC(C)C)C)=O)C)=O)C)=O)CC(C)C)C)=O)CC(C)C)=O)C(CC)C ((5S,8S,11S,14S,17S,20R,23S,26S,29S,32R)-32-amino-5-[(1R)-1-hydroxyethyl]-8-[(1R,2R,4E)-1-hydroxy-2-methyl-4-hexen-1-yl]-14,17,26,29-tetraisobutyl-11-isopropyl-3,9,12,18,20,23,27,33-octamethyl-4,7,10,13,16,19,22,25,28,31-decaoxo-3,6,9,12,15,18,21,24,27,30-decaazapentatriacontan-1-oic acid). Yield: 61.5%. As a reaction SMILES: C[O:2][C:3](=[O:94])[CH2:4][N:5]([CH3:93])[C:6](=[O:92])[C@H:7]([C@H:89]([OH:91])[CH3:90])[NH:8][C:9](=[O:88])[C@H:10]([C@H:80]([OH:87])[C@H:81]([CH3:86])[CH2:82]/[CH:83]=[CH:84]/[CH3:85])[N:11]([CH3:79])[C:12](=[O:78])[C@H:13]([CH:75]([CH3:77])[CH3:76])[N:14]([CH3:74])[C:15](=[O:73])[C@H:16]([CH2:69][CH:70]([CH3:72])[CH3:71])[NH:17][C:18](=[O:68])[C@H:19]([CH2:64][CH:65]([CH3:67])[CH3:66])[N:20]([CH3:63])[C:21](=[O:62])[C@@H:22]([CH3:61])[NH:23][C:24](=[O:60])[C@H:25]([CH3:59])[NH:26][C:27](=[O:58])[C@H:28]([CH2:54][CH:55]([CH3:57])[CH3:56])[N:29]([CH3:53])[C:30](=[O:52])[C@H:31]([CH2:48][CH:49]([CH3:51])[CH3:50])[NH:32][C:33](=[O:47])[C@@H:34]([CH:43]([CH2:45][CH3:46])[CH3:44])[NH:35]C(=O)OC(C)(C)C.C([O-])(O)=O.[Na+]>C(O)(C(F)(F)F)=O.C(Cl)Cl>[NH2:35][C@H:34]([CH:43]([CH3:44])[CH2:45][CH3:46])[C:33](=[O:47])[NH:32][C@@H:31]([CH2:48][CH:49]([CH3:51])[CH3:50])[C:30](=[O:52])[N:29]([CH3:53])[C@@H:28]([CH2:54][CH:55]([CH3:57])[CH3:56])[C:27](=[O:58])[NH:26][C@@H:25]([CH3:59])[C:24](=[O:60])[NH:23][C@H:22]([CH3:61])[C:21](=[O:62])[N:20]([CH3:63])[C@@H:19]([CH2:64][CH:65]([CH3:66])[CH3:67])[C:18](=[O:68])[NH:17][C@@H:16]([CH2:69][CH:70]([CH3:71])[CH3:72])[C:15](=[O:73])[N:14]([CH3:74])[C@@H:13]([CH:75]([CH3:77])[CH3:76])[C:12](=[O:78])[N:11]([CH3:79])[C@@H:10]([C@H:80]([OH:87])[C@H:81]([CH3:86])[CH2:82]/[CH:83]=[CH:84]/[CH3:85])[C:9](=[O:88])[NH:8][C@@H:7]([C@H:89]([OH:91])[CH3:90])[C:6](=[O:92])[N:5]([CH3:93])[CH2:4][C:3]([OH:94])=[O:2] |f:1.2,3.4|. Reported procedure: Methyl-(6R,9S,12S,15S,18R,21S,24S,27S,30S,33S)-6-sec-butyl-33-[(1R)-1-hydroxyethyl]-30-[(1R,2R,4E)-1-hydroxy-2-methyl-4-hexen-1-yl]-9,12,21,24-tetraisobutyl-27-isopropyl-2,2,11,15,18,20,26,29,35-nonamethyl-4,7,10,13,16,19,22,25,28,31,34-undecaoxo-3-oxa-5,8,11,14,17,20,23,26,29,32,35-undecaazaheptatriacontan-37-oate (80 mg) was dissolved in 20% TFA/CH2Cl2 (2 ml) under ice-bath cooling. After being stirred at the same temperature for 4 hrs, to the solution was added saturated NaHCO3 aqueous soluti... As a reaction SMILES: [CH3:1][O:2][c:3]1[cH:4][c:5]2[c:6]([c:7]3[n:8]([CH3:25])[c:9]4[c:10]([N+:22]([O-:23])=[O:24])[c:11]5[c:12]([cH:13][c:14]4[c:15](=[O:17])[c:16]13)[cH:18][cH:19][cH:20][cH:21]5)[CH:26]=[CH:27][C:28]([CH3:30])([CH3:31])[O:29]2.[CH3:33][C:34](=[O:35])[OH:36].[OH2:32].[Zn:37]>>[CH3:1][O:2][c:3]1[cH:4][c:5]2[c:6]([c:7]3[n:8]([CH3:25])[c:9]4[c:10]([NH2:22])[c:11]5[c:12]([cH:13][c:14]4[c:15](=[O:17])[c:16]13)[cH:18][cH:19][cH:20][cH:21]5)[CH:26]=[CH:27][C:28]([CH3:30])([CH3:31])[O:29]2. Reactants: COc1cc2c(c3c1c(=O)c1cc4ccccc4c([N+](=O)[O-])c1n3C)C=CC(C)(C)O2, CC(=O)O, O, [Zn]. Product: COc1cc2c(c3c1c(=O)c1cc4ccccc4c(N)c1n3C)C=CC(C)(C)O2. The reactants are O (water), O[C@@H]1[C@]2(C)[C@@H](CC1)[C@@H]1CC[C@H]3N(C(CC[C@]3(C)[C@H]1CC2)=O)C (17β-hydroxy-4-methyl-5α-4-azaandrostan-3-one), [N+](=O)([O-])C1=CC=C(C=C1)F (p-nitrofluorobenzene), [H-].[Na+] (NaH). The solvent is CN(C)C=O (DMF). Run at time 3 hour. Yields the product [N+](=O)([O-])C1=CC=C(O[C@@H]2[C@]3(C)[C@@H](CC2)[C@@H]2CC[C@H]4N(C(CC[C@]4(C)[C@H]2CC3)=O)C)C=C1 (17β-(4-nitrophenoxy)-4-methyl-5α-4-azaandrostan-3-one). RXN SMILES: [OH:1][C@H:2]1[CH2:7][CH2:6][C@H:5]2[C@H:8]3[C@H:18]([CH2:19][CH2:20][C@:3]12[CH3:4])[C@:16]1([CH3:17])[C@H:11]([N:12]([CH3:22])[C:13](=[O:21])[CH2:14][CH2:15]1)[CH2:10][CH2:9]3.[N+:23]([C:26]1[CH:31]=[CH:30][C:29](F)=[CH:28][CH:27]=1)([O-:25])=[O:24].[H-].[Na+].O>CN(C=O)C>[N+:23]([C:26]1[CH:31]=[CH:30][C:29]([O:1][C@H:2]2[CH2:7][CH2:6][C@H:5]3[C@H:8]4[C@H:18]([CH2:19][CH2:20][C@:3]23[CH3:4])[C@:16]2([CH3:17])[C@H:11]([N:12]([CH3:22])[C:13](=[O:21])[CH2:14][CH2:15]2)[CH2:10][CH2:9]4)=[CH:28][CH:27]=1)([O-:25])=[O:24] |f:2.3|. Reported procedure: To a stirred solution of 17β-hydroxy-4-methyl-5α-4-azaandrostan-3-one (1.07 g, 3.5 mmole) and p-nitrofluorobenzene (2.0 ml, 14 mmole) in DMF (15 ml) under N2 was added 95% NaH (180 mg, 7 mmole) in two portions during 10 mins. The mixture was stirred for 3 hours at room temperature and poured onto ice (50 g) and water (50 ml). The mixture was extracted with CH2Cl2 (30 ml×2). The organic layer was washed with brine and dried (Na2SO4). Removal of solvent gave the crude product which was purified vi...